From a dataset of the Open Reaction Database (ORD), a public repository of structured organic reaction records. describe an organic reaction: reactants, conditions, products, and yield The reactants are CCOC(=O)c1cc(=O)c2c(NCc3ccc(OC)cc3)c(F)c(NCCNc3ccccn3)c(F)c2n1C1CC1, ClCCl, O=C(O)C(F)(F)F. Product: CCOC(=O)c1cc(=O)c2c(N)c(F)c(NCCNc3ccccn3)c(F)c2n1C1CC1. RXN SMILES: [CH:1]1([n:4]2[c:5]([C:37](=[O:38])[O:39][CH2:40][CH3:41])[cH:6][c:7](=[O:36])[c:8]3[c:9]([NH:26][CH2:27][c:28]4[cH:29][cH:30][c:31]([O:32][CH3:33])[cH:34][cH:35]4)[c:10]([F:25])[c:11]([NH:15][CH2:16][CH2:17][NH:18][c:19]4[n:20][cH:21][cH:22][cH:23][cH:24]4)[c:12]([F:14])[c:13]23)[CH2:2][CH2:3]1.[Cl:49][CH2:50][Cl:51].[OH:42][C:43]([C:44]([F:45])([F:46])[F:47])=[O:48]>>[CH:1]1([n:4]2[c:5]([C:37](=[O:38])[O:39][CH2:40][CH3:41])[cH:6][c:7](=[O:36])[c:8]3[c:9]([NH2:26])[c:10]([F:25])[c:11]([NH:15][CH2:16][CH2:17][NH:18][c:19]4[n:20][cH:21][cH:22][cH:23][cH:24]4)[c:12]([F:14])[c:13]23)[CH2:2][CH2:3]1. The reactants are C(C)OC(C=1C(C(=O)OCC)=CC(=C(C1)O)N)=O (diethyl-4-amino-5-hydroxyphthalate), C(C)C(C([O-])([O-])[O-])(CC)CC (triethylorthoacetate). Run in hexanes. Conditions: time 2 hour. The product is CC=1OC2=C(N1)C=C(C(=C2)C(=O)OCC)C(=O)OCC (Diethyl 2-methyl-5,6-benzoxazoledicarboxylate). As a reaction SMILES: [CH2:1]([O:3][C:4](=[O:18])[C:5]1[C:6](=[CH:12][C:13]([NH2:17])=[C:14]([OH:16])[CH:15]=1)[C:7]([O:9][CH2:10][CH3:11])=[O:8])[CH3:2].[CH2:19](C(CC)(CC)C([O-])([O-])[O-])[CH3:20]>>[CH3:19][C:20]1[O:16][C:14]2[CH:15]=[C:5]([C:4]([O:3][CH2:1][CH3:2])=[O:18])[C:6]([C:7]([O:9][CH2:10][CH3:11])=[O:8])=[CH:12][C:13]=2[N:17]=1. Procedure details: A mixture of diethyl-4-amino-5-hydroxyphthalate (4.00 g, 15.8 mmol) and triethylorthoacetate (29.0 mL, 158 mmol) is stirred for 2 hours at reflux temperature, cooled to room temperature and diluted with hexanes. Silica gel chromatography (gradient elution:hexanes to (2:1) hexanes:ethyl acetate) followed by recrystallization from 1% ethyl acetate:-hexanes affords the title product as an off-white crystalline solid, 3.54 g (80.8%), identified by NMR, IR and mass spectral analyses. Starting materials: c1cc(ccc1N(S(F)(=O)=O)S(F)(=O)=O)NC(=O)C, c12c(ccc(c1)Br)nccc2. The reagents and catalysts are c1ccc(cc1)-c2c3ccccc3cc4ccccc24 (9-Phenylanthracene), CC(=O)[O-].[K+] (KOAc), C(P(C(C)(C)C)C(C)(C)C)(C)(C)C (Pd(OAc)/P(tBu)3), C(O[Pd]OC(C)=O)(C)=O (Pd(OAc)2). Solvent: CC#N (MeCN). Conditions: temperature 80 celsius, time 18 hour. Product: OS(=O)(=O)c1ccc2ncccc2c1. As a reaction SMILES: Br[c:1]1[cH:10][c:9]([c:4]2[cH:3][cH:2]1)[cH:8][cH:7][cH:6][n:5]2.CC(Nc1ccc(N(S(F)(=O)=O)[S:12](F)(=[O:14])=[O:13])cc1)=[O:11]>>[OH:11][S:12]([c:1]1[cH:10][c:9]([c:4]2[cH:3][cH:2]1)[cH:8][cH:7][cH:6][n:5]2)(=[O:14])=[O:13]. The reactants are ClCC(=O)N1C(N(C(C1)=O)CC(=O)N)(C)C (3-(2-chloroacetyl)-2,2-dimethyl-5-oxo-1-imidazolidineacetamide), N (ammonia). The solvent is C(C)O (ethanol). Reaction conditions: time 90 minute. Yields the product Cl.NCC(=O)N1C(N(C(C1)=O)CC(=O)N)(C)C (3-(2-aminoacetyl)-2,2-dimethyl-5-oxo-1-imidazolidine acetamide hydrochloride). Reaction SMILES: [Cl:1][CH2:2][C:3]([N:5]1[CH2:9][C:8](=[O:10])[N:7]([CH2:11][C:12]([NH2:14])=[O:13])[C:6]1([CH3:16])[CH3:15])=[O:4].[NH3:17]>C(O)C>[ClH:1].[NH2:17][CH2:2][C:3]([N:5]1[CH2:9][C:8](=[O:10])[N:7]([CH2:11][C:12]([NH2:14])=[O:13])[C:6]1([CH3:16])[CH3:15])=[O:4] |f:3.4|. Procedure details: A suspension of 3-(2-chloroacetyl)-2,2-dimethyl-5-oxo-1-imidazolidineacetamide (0.48 g) in 33% ammonia solution (6 ml) was stirred at room temperature for 90 minutes. The clear solution obtained was diluted with dry ethanol (80 ml) and evaporated under reduced pressure. The residue was crystallized from water/acetone to afford 3-(2-aminoacetyl)-2,2-dimethyl-5-oxo-1-imidazolidine acetamide hydrochloride as a white powder, m.p. 292° C. decomp. The reactants are B, O=C([O-])O, ClCCl, CCC(=O)NCCON=Cc1cc(C(=O)NOCCO)c(Nc2ccc(I)cc2F)c(F)c1F, [Na+], O, O=C(O)C(Cl)Cl, c1ccncc1. Product: CCC(=O)NCCONCc1cc(C(=O)NOCCO)c(Nc2ccc(I)cc2F)c(F)c1F. RXN SMILES: [BH3:47].[C:48](=[O:49])([OH:50])[O-:51].[CH2:53]([Cl:54])[Cl:55].[F:1][c:2]1[c:3]([NH:26][c:27]2[c:28]([F:34])[cH:29][c:30]([I:33])[cH:31][cH:32]2)[c:4]([C:5](=[O:6])[NH:7][O:8][CH2:9][CH2:10][OH:11])[cH:12][c:13]([CH:16]=[N:17][O:18][CH2:19][CH2:20][NH:21][C:22]([CH2:23][CH3:24])=[O:25])[c:14]1[F:15].[Na+:52].[OH2:56].[OH:35][C:36]([CH:37]([Cl:38])[Cl:39])=[O:40].[n:41]1[cH:42][cH:43][cH:44][cH:45][cH:46]1>>[F:1][c:2]1[c:3]([NH:26][c:27]2[c:28]([F:34])[cH:29][c:30]([I:33])[cH:31][cH:32]2)[c:4]([C:5](=[O:6])[NH:7][O:8][CH2:9][CH2:10][OH:11])[cH:12][c:13]([CH2:16][NH:17][O:18][CH2:19][CH2:20][NH:21][C:22]([CH2:23][CH3:24])=[O:25])[c:14]1[F:15]. The reactants are O[C@H](C)[C@@H]1[C@H]2[C@H](C(=C(N2C1=O)C(=O)OCC1=CC=C(C=C1)[N+](=O)[O-])S[C@H]1C[C@H](N(C1)C(=O)OCC1=CC=C(C=C1)[N+](=O)[O-])CN1CCCC1)C (4-nitrobenzyl (4R,5S,6S)-6-[(1R)-1-hydroxyethyl]-3-[(2S,4S)-1-(4-nitrobenzyloxycarbonyl)-2-(pyrrolidin-1-yl)methylpyrrolidin-4-yl]thio-4-methyl-7-oxo-1-azabicyclo[3.2.0]hept-2-ene-2-carboxylate), ICC(=O)N (iodoacetamide). Solvent: CC(=O)C (acetone). Run at time 8 hour. Yields the product [I-].O[C@H](C)[C@@H]1[C@H]2[C@H](C(=C(N2C1=O)C(=O)OCC1=CC=C(C=C1)[N+](=O)[O-])S[C@H]1C[C@H](N(C1)C(=O)OCC1=CC=C(C=C1)[N+](=O)[O-])C[N+]1(CCCC1)CC(N)=O)C (4-nitrobenzyl (4R,5S,6S)-6-[(1R)-1-hydroxyethyl]-3-[(2S,4S)-2-(1-carbamoylmethylpyrrolidinio)methyl-1-(4-nitrobenzyloxycarbonyl)pyrrolidin-4-yl]thio-4-methyl-7-oxo-1-azabicyclo[3.2.0]hept-2-ene-2-carboxylate iodide). The yield is 73.1%. Reaction SMILES: [OH:1][C@@H:2]([C@H:4]1[C:10](=[O:11])[N:9]2[C@@H:5]1[C@@H:6]([CH3:50])[C:7]([S:25][C@@H:26]1[CH2:30][N:29]([C:31]([O:33][CH2:34][C:35]3[CH:40]=[CH:39][C:38]([N+:41]([O-:43])=[O:42])=[CH:37][CH:36]=3)=[O:32])[C@H:28]([CH2:44][N:45]3[CH2:49][CH2:48][CH2:47][CH2:46]3)[CH2:27]1)=[C:8]2[C:12]([O:14][CH2:15][C:16]1[CH:21]=[CH:20][C:19]([N+:22]([O-:24])=[O:23])=[CH:18][CH:17]=1)=[O:13])[CH3:3].[I:51][CH2:52][C:53]([NH2:55])=[O:54]>CC(C)=O>[I-:51].[OH:1][C@@H:2]([C@H:4]1[C:10](=[O:11])[N:9]2[C@@H:5]1[C@@H:6]([CH3:50])[C:7]([S:25][C@@H:26]1[CH2:30][N:29]([C:31]([O:33][CH2:34][C:35]3[CH:36]=[CH:37][C:38]([N+:41]([O-:43])=[O:42])=[CH:39][CH:40]=3)=[O:32])[C@H:28]([CH2:44][N+:45]3([CH2:52][C:53](=[O:54])[NH2:55])[CH2:49][CH2:48][CH2:47][CH2:46]3)[CH2:27]1)=[C:8]2[C:12]([O:14][CH2:15][C:16]1[CH:17]=[CH:18][C:19]([N+:22]([O-:24])=[O:23])=[CH:20][CH:21]=1)=[O:13])[CH3:3] |f:3.4|. Reported procedure: To a solution of 4-nitrobenzyl (4R,5S,6S)-6-[(1R)-1-hydroxyethyl]-3-[(2S,4S)-1-(4-nitrobenzyloxycarbonyl)-2-(pyrrolidin-1-yl)methylpyrrolidin-4-yl]thio-4-methyl-7-oxo-1-azabicyclo[3.2.0]hept-2-ene-2-carboxylate (0.77 g) in acetone (8 ml) was added iodoacetamide (0.93 g) at ambient temperature. The mixture was stirred overnight at the same temperature. The reaction mixture was evaporated in vacuo to give 4-nitrobenzyl (4R,5S,6S)-6-[(1R)-1-hydroxyethyl]-3-[(2S,4S)-2-(1-carbamoylmethylpyrrolidinio)...